This data is from the Open Reaction Database (ORD), a public repository of structured organic reaction records. The task is: describe an organic reaction: reactants, conditions, products, and yield Starting materials: BrC=1C=C(C=CC1)C(CN(CC=C)CC=C)=O (1-(3-bromophenyl)-2-(diallylamino)ethanone), N1=CC=CC=C1 (pyridine), Cl.NO (Hydroxylamine hydrochloride). Solvent: C(C)O (ethanol). Reaction conditions: temperature 50 celsius. The product is BrC=1C=C(C=CC1)C(CN(CC=C)CC=C)=NO (1-(3-Bromophenyl)-2-(diallylamino)ethanone oxime). The yield is 119.3%. As a reaction SMILES: [Br:1][C:2]1[CH:3]=[C:4]([C:8](=O)[CH2:9][N:10]([CH2:14][CH:15]=[CH2:16])[CH2:11][CH:12]=[CH2:13])[CH:5]=[CH:6][CH:7]=1.N1C=CC=CC=1.Cl.[NH2:25][OH:26]>C(O)C>[Br:1][C:2]1[CH:3]=[C:4]([C:8](=[N:25][OH:26])[CH2:9][N:10]([CH2:14][CH:15]=[CH2:16])[CH2:11][CH:12]=[CH2:13])[CH:5]=[CH:6][CH:7]=1 |f:2.3|. Procedure details: A solution of 1-(3-bromophenyl)-2-(diallylamino)ethanone (60 g, 204.7 mmol) in ethanol (720 mL) and pyridine (24.8 mL, 307 mmol) is stirred 15 minutes at 22° C. Hydroxylamine hydrochloride (17 g, 246 mmol) is added in portions to the solution over 1 hour. The reaction is warmed to 50° C. for 2 hours and then heated to 70° C. for 16 hours. The solvent is evaporated and the residue partitioned in water (300 mL) and methyl tert-butyl ether (300 mL). The organic layer is separated and washed with wa... Reactants: CCCC[N+](CCCC)(CCCC)CCCC, CC[Si](CC)(CC)c1[nH]c2ccccc2c1CCCC1(O)CCC(c2ccccc2)(N(C)C)CC1, [F-], C1CCOC1, O, O, O. Product: CN(C)C1(c2ccccc2)CCC(O)(CCCc2c[nH]c3ccccc23)CC1. As a reaction SMILES: [CH2:40]([N+:41]([CH2:42][CH2:43][CH2:44][CH3:45])([CH2:46][CH2:47][CH2:48][CH3:49])[CH2:50][CH2:51][CH2:52][CH3:53])[CH2:54][CH2:55][CH3:56].[CH3:1][N:2]([C:3]1([c:29]2[cH:30][cH:31][cH:32][cH:33][cH:34]2)[CH2:4][CH2:5][C:6]([OH:9])([CH2:10][CH2:11][CH2:12][c:13]2[c:14]([Si:22]([CH2:23][CH3:24])([CH2:25][CH3:26])[CH2:27][CH3:28])[nH:15][c:16]3[cH:17][cH:18][cH:19][cH:20][c:21]23)[CH2:7][CH2:8]1)[CH3:35].[F-:39].[O:57]1[CH2:58][CH2:59][CH2:60][CH2:61]1.[OH2:36].[OH2:37].[OH2:38]>>[CH3:1][N:2]([C:3]1([c:29]2[cH:30][cH:31][cH:32][cH:33][cH:34]2)[CH2:4][CH2:5][C:6]([OH:9])([CH2:10][CH2:11][CH2:12][c:13]2[cH:14][nH:15][c:16]3[cH:17][cH:18][cH:19][cH:20][c:21]23)[CH2:7][CH2:8]1)[CH3:35]. Reactants: compound, OC1CCC(CC1)C(=O)OCC (Ethyl 4-hydroxycyclohexanecarboxylate), C(C)(=O)O (acetic acid), [O-]Cl.[Na+] (NaOCl). Product: O=C1CCC(CC1)C(=O)OCC (Ethyl 4-oxocyclohexanecarboxylate). As a reaction SMILES: [OH:1][CH:2]1[CH2:7][CH2:6][CH:5]([C:8]([O:10][CH2:11][CH3:12])=[O:9])[CH2:4][CH2:3]1.C(O)(=O)C.[O-]Cl.[Na+]>>[O:1]=[C:2]1[CH2:7][CH2:6][CH:5]([C:8]([O:10][CH2:11][CH3:12])=[O:9])[CH2:4][CH2:3]1 |f:2.3|. Procedure details: To a 3-L 3-neck flask equipped with a mechanical stirrer, a thermometer, and an addition funnel were added 50 g (292 mmol) of the compound of Formula 32.0 from Step 1, 33 mL (584 mmol) of acetic acid and 145 mL of commercial bleach (5.25% NaOCl). To the cooled reaction mixture, at 5° C., was added dropwise 479 mL of more bleach. The reaction was allowed to warm to room temperature for 1 hour and then was extracted with 3×400 mL ethyl acetate. The combined extract was washed with water, dried ove... The reactants are CNCCO, CN1CCCC1=O, O=[N+]([O-])c1ccc(F)cc1. Reaction SMILES: [CH3:11][NH:12][CH2:13][CH2:14][OH:15].[CH3:16][N:17]1[CH2:18][CH2:19][CH2:20][C:21]1=[O:22].[F:1][c:2]1[cH:3][cH:4][c:5]([N+:8](=[O:9])[O-:10])[cH:6][cH:7]1>>[c:2]1([N:12]([CH3:11])[CH2:13][CH2:14][OH:15])[cH:3][cH:4][c:5]([N+:8](=[O:9])[O-:10])[cH:6][cH:7]1. The product is CN(CCO)c1ccc([N+](=O)[O-])cc1. The reactants are BrC(C(=O)OCC)C (ethyl 2-bromopropionate), OC1=NC(=CC2=CC=CC=C12)N(C)C1=CC=C(C=C1)O (4-[N-(1-hydroxyisoquinolin-3-yl)-N-methylamino]phenol), C([O-])([O-])=O.[K+].[K+] (potassium carbonate). Solvent: C(C)C(=O)C (methyl ethyl ketone). Yields the product OC1=NC(=CC2=CC=CC=C12)N(C)C1=CC=C(OC(C(=O)OCC)C)C=C1 (ethyl 2-{4-[N-(1-hydroxyisoquinolin-3-yl)-N-methylamino]phenoxy}propionate). The yield is 69.8%. As a reaction SMILES: Br[CH:2]([CH3:8])[C:3]([O:5][CH2:6][CH3:7])=[O:4].[OH:9][C:10]1[C:19]2[C:14](=[CH:15][CH:16]=[CH:17][CH:18]=2)[CH:13]=[C:12]([N:20]([C:22]2[CH:27]=[CH:26][C:25]([OH:28])=[CH:24][CH:23]=2)[CH3:21])[N:11]=1.C(=O)([O-])[O-].[K+].[K+]>C(C(C)=O)C>[OH:9][C:10]1[C:19]2[C:14](=[CH:15][CH:16]=[CH:17][CH:18]=2)[CH:13]=[C:12]([N:20]([C:22]2[CH:27]=[CH:26][C:25]([O:28][CH:2]([CH3:8])[C:3]([O:5][CH2:6][CH3:7])=[O:4])=[CH:24][CH:23]=2)[CH3:21])[N:11]=1 |f:2.3.4|. Procedure: A mixture of ethyl 2-bromopropionate (1.36 g), 4-[N-(1-hydroxyisoquinolin-3-yl)-N-methylamino]phenol (2.00 g), anhydrous potassium carbonate (1.04 g) and methyl ethyl ketone (20 ml) was heated under reflux for a period of 3 hours. The mixture was cooled, washed with water and dried over anhydrous magnesium sulfate. The solvent was removed by distillation under reduced pressure to give an oil, which was purified by column chromatography over silica gel (eluant dichloromethane to yield ethyl 2-{4-... Starting materials: BrB(Br)Br, ClCCl, COCc1cnc(Nc2ccccc2)nc1-c1c[nH]c(C(=O)NC(CO)c2ccccc2)c1. Product: O=C(NC(CO)c1ccccc1)c1cc(-c2nc(Nc3ccccc3)ncc2CO)c[nH]1. RXN SMILES: [B:34]([Br:35])([Br:36])[Br:37].[Cl:38][CH2:39][Cl:40].[OH:1][CH2:2][CH:3]([c:4]1[cH:5][cH:6][cH:7][cH:8][cH:9]1)[NH:10][C:11](=[O:12])[c:13]1[nH:14][cH:15][c:16](-[c:18]2[n:19][c:20]([NH:27][c:28]3[cH:29][cH:30][cH:31][cH:32][cH:33]3)[n:21][cH:22][c:23]2[CH2:24][O:25][CH3:26])[cH:17]1>>[OH:1][CH2:2][CH:3]([c:4]1[cH:5][cH:6][cH:7][cH:8][cH:9]1)[NH:10][C:11](=[O:12])[c:13]1[nH:14][cH:15][c:16](-[c:18]2[n:19][c:20]([NH:27][c:28]3[cH:29][cH:30][cH:31][cH:32][cH:33]3)[n:21][cH:22][c:23]2[CH2:24][OH:25])[cH:17]1. Reactants: O=C(C(C(=O)NC1=C(C(=O)O)C=CC=C1)=CC1=CC=CC=C1)NC1=C(C(=O)O)C=CC=C1 (2,2'-[(1,3-dioxo-2-phenylmethylene-1,3-propanediyl)diimino]bisbenzoic acid), C1CCOC1 (THF), C([O-])([O-])=O.[Ca+2] (calcium carbonate). Run in O (water). The product is [Ca+2].O=C(C(C(=O)NC1=C(C(=O)[O-])C=CC=C1)=CC1=CC=CC=C1)NC1=C(C(=O)[O-])C=CC=C1 (2,2'-[[1,3-dioxo-2-phenylmethylene-1,3-propanediyl]diimino]bisbenzoic acid calcium salt). As a reaction SMILES: [O:1]=[C:2]([NH:23][C:24]1[CH:32]=[CH:31][CH:30]=[CH:29][C:25]=1[C:26]([OH:28])=[O:27])[C:3](=[CH:16][C:17]1[CH:22]=[CH:21][CH:20]=[CH:19][CH:18]=1)[C:4]([NH:6][C:7]1[CH:15]=[CH:14][CH:13]=[CH:12][C:8]=1[C:9]([OH:11])=[O:10])=[O:5].C1COCC1.C(=O)([O-])[O-].[Ca+2:42]>O>[Ca+2:42].[O:5]=[C:4]([NH:6][C:7]1[CH:15]=[CH:14][CH:13]=[CH:12][C:8]=1[C:9]([O-:11])=[O:10])[C:3](=[CH:16][C:17]1[CH:22]=[CH:21][CH:20]=[CH:19][CH:18]=1)[C:2]([NH:23][C:24]1[CH:32]=[CH:31][CH:30]=[CH:29][C:25]=1[C:26]([O-:28])=[O:27])=[O:1] |f:2.3,5.6|. Procedure details: The Compound 11 (430 mg 1 mmol) was treated with THF (20 ml) and water (10 ml), and further with calcium carbonate (100 mg, 1 mmol), and the mixture was stirred at room temperature for 24 hours. The reaction mixture was filtered by suction, and the solvent was removed from the filtrate. The residue was washed with acetone to give the desired calcium salt in pale yellow solid (420 mg, yield, 89.6%). m.p., 300° C. or higher. Starting materials: TEA, FC(C(=O)O)(F)F.FC1=C(C=CC(=C1)S(=O)(=O)C)C=1C=CC2=C(N=C(O2)C2CCNCC2)C1 (5-(2-fluoro-4-(methylsulfonyl)phenyl)-2-(piperidin-4-yl)-benzo[d]oxazole 2,2,2-trifluoroacetate), ClC(=O)OC(C)C (isopropyl chloroformate), C1(=CC=CC=C1)C (toluene). The solvent is C(Cl)Cl (DCM), O (water). Reaction conditions: time 30 minute. The product is FC1=C(C=CC(=C1)S(=O)(=O)C)C=1C=CC2=C(N=C(O2)C2CCN(CC2)C(=O)OC(C)C)C1 (Isopropyl 4-{5-[2-fluoro-4-(methylsulfonyl)phenyl]benzo[d]oxazol-2-yl}piperidine-1-carboxylate). As a reaction SMILES: FC(F)(F)C(O)=O.[F:8][C:9]1[CH:14]=[C:13]([S:15]([CH3:18])(=[O:17])=[O:16])[CH:12]=[CH:11][C:10]=1[C:19]1[CH:20]=[CH:21][C:22]2[O:26][C:25]([CH:27]3[CH2:32][CH2:31][NH:30][CH2:29][CH2:28]3)=[N:24][C:23]=2[CH:33]=1.Cl[C:35]([O:37][CH:38]([CH3:40])[CH3:39])=[O:36].C1(C)C=CC=CC=1>C(Cl)Cl.O>[F:8][C:9]1[CH:14]=[C:13]([S:15]([CH3:18])(=[O:16])=[O:17])[CH:12]=[CH:11][C:10]=1[C:19]1[CH:20]=[CH:21][C:22]2[O:26][C:25]([CH:27]3[CH2:32][CH2:31][N:30]([C:35]([O:37][CH:38]([CH3:40])[CH3:39])=[O:36])[CH2:29][CH2:28]3)=[N:24][C:23]=2[CH:33]=1 |f:0.1|. Reported procedure: Tert-butyl 4-{5-[2-fluoro-4-(methylsulfonyl)phenyl]benzo[d]oxazol-2-yl}piperidine-1-carboxylate (200 mg, 0.42 mmol) dissolved in DCM and added Trifluoroacetic acid (0.75 ml). This mixture was stirred at rt for 2 h. DCM removed from the reaction mixture to obtain 5-(2-fluoro-4-(methylsulfonyl)phenyl)-2-(piperidin-4-yl)benzo[d]oxazole 2,2,2-trifluoroacetate (190 mg). 5-(2-fluoro-4-(methylsulfonyl)phenyl)-2-(piperidin-4-yl)-benzo[d]oxazole 2,2,2-trifluoroacetate (190 mg, 0.39 mmol) was dissolved in...